This data is from the Open Reaction Database (ORD), a public repository of structured organic reaction records. The task is: describe an organic reaction: reactants, conditions, products, and yield Starting materials: ClC1=C2C=CC(=NC2=NC=C1)C(F)(F)F (5-Chloro-2-trifluoromethyl[1,8]naphthyridine), CC1(COB(OC1)C=1C=CC(=C(C1)C=1C(=C(C=CC1)F)C#N)F)C (5′-(5,5-dimethyl-[1,3,2]dioxaborinan-2-yl)-3,2′-difluorobiphenyl-2-carbonitrile), C([O-])([O-])=O.[Na+].[Na+] (sodium carbonate). The reagents and catalysts are C=1C=CC(=CC1)[P](C=2C=CC=CC2)(C=3C=CC=CC3)[Pd]([P](C=4C=CC=CC4)(C=5C=CC=CC5)C=6C=CC=CC6)([P](C=7C=CC=CC7)(C=8C=CC=CC8)C=9C=CC=CC9)[P](C=1C=CC=CC1)(C=1C=CC=CC1)C=1C=CC=CC1 (tetrakis(triphenylphosphine)palladium(0)). The solvent is O (water), ClCCl (dichloromethane), COCCOC (DME). Product: C(C)(=O)OCC.CCCC(C)C (ethyl acetate isohexane), FC1=C(C(=CC=C1)C1=C(C=CC(=C1)C1=CC=NC2=NC(=CC=C12)C(F)(F)F)F)C#N (3,2′-difluoro-5′-(7-trifluoromethyl-[1,8]naphthyridin-4-yl)biphenyl-2-carbonitrile). Yield: 57.5%. Reaction SMILES: Cl[C:2]1[CH:11]=[CH:10][N:9]=[C:8]2[C:3]=1[CH:4]=[CH:5][C:6]([C:12]([F:15])([F:14])[F:13])=[N:7]2.C[C:17]1(C)[CH2:22][O:21]B([C:23]2[CH:24]=[CH:25][C:26]([F:38])=[C:27]([C:29]3[C:30]([C:36]#[N:37])=[C:31]([F:35])[CH:32]=[CH:33][CH:34]=3)[CH:28]=2)OC1.C(=O)([O-])[O-:41].[Na+].[Na+]>COCCOC.O.ClCCl.C1C=CC([P]([Pd]([P](C2C=CC=CC=2)(C2C=CC=CC=2)C2C=CC=CC=2)([P](C2C=CC=CC=2)(C2C=CC=CC=2)C2C=CC=CC=2)[P](C2C=CC=CC=2)(C2C=CC=CC=2)C2C=CC=CC=2)(C2C=CC=CC=2)C2C=CC=CC=2)=CC=1>[C:22]([O:41][CH2:6][CH3:12])(=[O:21])[CH3:17].[CH3:10][CH2:11][CH2:2][CH:3]([CH3:8])[CH3:4].[F:35][C:31]1[CH:32]=[CH:33][CH:34]=[C:29]([C:27]2[CH:28]=[C:23]([C:2]3[C:3]4[C:8](=[N:7][C:6]([C:12]([F:15])([F:14])[F:13])=[CH:5][CH:4]=4)[N:9]=[CH:10][CH:11]=3)[CH:24]=[CH:25][C:26]=2[F:38])[C:30]=1[C:36]#[N:37] |f:2.3.4,9.10,^1:59,61,80,99|. Procedure: 5-Chloro-2-trifluoromethyl[1,8]naphthyridine (50 mg, 0.22 mmol), 5′-(5,5-dimethyl-[1,3,2]dioxaborinan-2-yl)-3,2′-difluorobiphenyl-2-carbonitrile (91 mg, 0.28 mmol), tetrakis(triphenylphosphine)palladium(0) (5.0 mg, 2 mol %) and 2 M sodium carbonate solution (0.5 mL, 1.0 mmol) in DME (3 mL) was irradiated in a microwave reactor at 150° C. for 10 min. The mixture was cooled to room temperature and was diluted with water (3 mL) and dichloromethane (3 mL), and was then filtered through a PTFE cartri...